Dataset: the Open Reaction Database (ORD), a public repository of structured organic reaction records. Task: describe an organic reaction: reactants, conditions, products, and yield Starting materials: C12C(CC(C=C1)C2)NC(=S)NN (N1-bicyclo[2.2.1]hept-5-en-2-ylhydrazine-1-carbothioamide), C(C1=CC=C(C=C1)OC)=O (p-anisaldehyde), C(C)(=O)O (acetic acid). Solvent: C(C)O (ethanol). Run at time 1 hour. Product: C12C(CC(C=C1)C2)NC(NN=CC2=CC=C(C=C2)OC)=S (4-(Bicyclo[2.2.1]hept-5-en-2-yl)-1-(4-methoxybenzylidene)thiosemicarbazide). Yield: 59.2%. As a reaction SMILES: [CH:1]12[CH2:7][CH:4]([CH:5]=[CH:6]1)[CH2:3][CH:2]2[NH:8][C:9]([NH:11][NH2:12])=[S:10].[CH:13](=O)[C:14]1[CH:19]=[CH:18][C:17]([O:20][CH3:21])=[CH:16][CH:15]=1.C(O)(=O)C>C(O)C>[CH:1]12[CH2:7][CH:4]([CH:5]=[CH:6]1)[CH2:3][CH:2]2[NH:8][C:9](=[S:10])[NH:11][N:12]=[CH:13][C:14]1[CH:19]=[CH:18][C:17]([O:20][CH3:21])=[CH:16][CH:15]=1. Procedure details: A mixture of N1-bicyclo[2.2.1]hept-5-en-2-ylhydrazine-1-carbothioamide (100 mg, 0.56 mmol), p-anisaldehyde (69 μL, 0.56 mmol) and glacial acetic acid (31 μl) in ethanol (5 mL) was stirred at room temperature for 1 h. The resultant precipitate was collected by filtration and isolated as a white solid (100 mg, 59%). 1H NMR (CDCl3): 9.05 (s, 1H), 7.72 (s, 1H), 7.57 (d, J=8.7 Hz, 2H), 7.44 (d, J=6.9 Hz, 1H), 6.93 (d, J=8.7 Hz, 2H), 6.23-6.14 (m, 2H), 4.30-4.26 (m, 1H), 3.85 (s, 3H), 3.06 (s, 1H), 2.... Starting materials: C(C)(C)(C)OC(NC1(CCC1)C1=CC=C(C=C1)C=1C(C=2C(=C3C=NNC3=CC2)OC1C1=CC=CC=C1)=O)=O ({1-[4-(4-oxo-2-phenyl-4,7-dihydro-pyrano[2,3-e]indazol-3-yl)-phenyl]-cyclobutyl}-carbamic acid tert-butyl ester), [H-].[Na+] (sodium hydride), CI (methyl iodide). Run in CN(C)C=O (DMF). Run at time 5 minute. The product is C(C)(C)(C)OC(NC1(CCC1)C1=CC=C(C=C1)C=1C(C2=C(C3=CN(N=C3C=C2)C)OC1C1=CC=CC=C1)=O)=O ({1-[4-(8-Methyl-4-oxo-2-phenyl-4,8-dihydro-pyrano[2,3-e]indazol-3-yl)-phenyl]-cyclobutyl}-carbamic acid tert-butyl ester). Yield: 32.4%. Reaction SMILES: [C:1]([O:5][C:6](=[O:38])[NH:7][C:8]1([C:12]2[CH:17]=[CH:16][C:15]([C:18]3[C:19](=[O:37])[C:20]4[C:21]([O:29][C:30]=3[C:31]3[CH:36]=[CH:35][CH:34]=[CH:33][CH:32]=3)=[C:22]3[C:26](=[CH:27][CH:28]=4)[NH:25][N:24]=[CH:23]3)=[CH:14][CH:13]=2)[CH2:11][CH2:10][CH2:9]1)([CH3:4])([CH3:3])[CH3:2].[H-].[Na+].[CH3:41]I>CN(C=O)C>[C:1]([O:5][C:6](=[O:38])[NH:7][C:8]1([C:12]2[CH:13]=[CH:14][C:15]([C:18]3[C:19](=[O:37])[C:20]4[CH:28]=[CH:27][C:26]5[C:22](=[CH:23][N:24]([CH3:41])[N:25]=5)[C:21]=4[O:29][C:30]=3[C:31]3[CH:32]=[CH:33][CH:34]=[CH:35][CH:36]=3)=[CH:16][CH:17]=2)[CH2:11][CH2:10][CH2:9]1)([CH3:4])([CH3:2])[CH3:3] |f:1.2|. Reported procedure: To a solution of {1-[4-(4-oxo-2-phenyl-4,7-dihydro-pyrano[2,3-e]indazol-3-yl)-phenyl]-cyclobutyl}-carbamic acid tert-butyl ester (65 mg, 0.13 mmol) in DMF (3 mL) at 0° C. under an atmosphere of N2 was added sodium hydride (60% in mineral oil, 6 mg, 0.15 mmol). After 5 min, methyl iodide (10 μL, 0.16 mmol) was added. After a further 2 hours, the reaction was quenched with H2O, partitioned between EtOAc and H2O and the phases were separated. The organic extracts were washed with brine, dried (Na2S...